From a dataset of the Open Reaction Database (ORD), a public repository of structured organic reaction records. describe an organic reaction: reactants, conditions, products, and yield Starting materials: Cc1nc(Br)c(C=O)n1COCC[Si](C)(C)C, CCO, Cl. Yields the product Cc1nc(C=O)c(Br)[nH]1. As a reaction SMILES: [Br:1][c:2]1[n:3][c:4]([CH3:17])[n:5]([CH2:9][O:10][CH2:11][CH2:12][Si:13]([CH3:14])([CH3:15])[CH3:16])[c:6]1[CH:7]=[O:8].[CH3:19][CH2:20][OH:21].[ClH:18]>>[Br:1][c:2]1[nH:3][c:4]([CH3:17])[n:5][c:6]1[CH:7]=[O:8]. Reactants: S1C=C(C=C1)C=1C=C(OCCO)C=CC1 (2-[3-(3-thienyl)phenoxy]ethanol), CN(C=O)C (dimethylformamide), BrC(C(=O)OC)C (methyl α-bromopropionate), [H-].[Na+] (sodium hydride). Solvent: O (water), C(C)OCC (ethyl ether), O1CCCC1 (tetrahydrofuran). Run at time 20 minute. Product: S1C=C(C=C1)C=1C=C(OCCOC(C(=O)OC)C)C=CC1 (methyl 2-[2-[3-(3-thienyl)phenoxy] ethoxy]propionate). Reaction SMILES: [S:1]1[CH:5]=[CH:4][C:3]([C:6]2[CH:7]=[C:8]([CH:13]=[CH:14][CH:15]=2)[O:9][CH2:10][CH2:11][OH:12])=[CH:2]1.[H-].[Na+].CN(C)C=O.Br[CH:24]([CH3:29])[C:25]([O:27][CH3:28])=[O:26]>O1CCCC1.O.C(OCC)C>[S:1]1[CH:5]=[CH:4][C:3]([C:6]2[CH:7]=[C:8]([CH:13]=[CH:14][CH:15]=2)[O:9][CH2:10][CH2:11][O:12][CH:24]([CH3:29])[C:25]([O:27][CH3:28])=[O:26])=[CH:2]1 |f:1.2|. Procedure details: 0.22 g of 2-[3-(3-thienyl)phenoxy]ethanol was dissolved in 7 ml of tetrahydrofuran, and 48 mg of 60% oily sodium hydride was added. After the mixture was stirred at room temperature for 20 minutes, a dimethylformamide solution (5 ml) of 0.14 ml of methyl α-bromopropionate was added. The mixture was stirred at room temperature for 1.5 hours, and then ethyl ether and water were added. The organic layer separated was worked up in a customary manner, and the product was purified by silica gel column... The reactants are NC1=C(C=NN1C1=C(C=CC=C1)Cl)C=O (5-amino-1-(2-chlorophenyl)-1H-pyrazole-4-carbaldehyde), [NH4+].[Cl-] (NH4Cl), C[Si](C)(C)[N-][Si](C)(C)C.[K+] (KHMDS), C[Si](C)(C)[N-][Si](C)(C)C.[K+] (KHMDS), methyl p,p-bis(2,2,2-trifluoroethyl)-phosphonoacetate, C1COCCOCCOCCOCCOCCO1 (18-crown-6). The solvent is C1CCOC1 (THF), C1CCOC1 (THF), C1CCOC1 (THF). Run at temperature -35 celsius, time 10 minute. Yields the product ClC1=C(C=CC=C1)N1N=CC2=C1NC(C=C2)=O (1-(2-Chlorophenyl)-1H-pyrazolo[3,4-b]pyridin-6(7H)-one). The yield is 75.0%. As a reaction SMILES: C[Si]([N-][Si](C)(C)C)(C)C.[K+].C1[O:28][CH2:27][CH2:26]OCCOCCOCCOCCOC1.[NH2:29][C:30]1[N:34]([C:35]2[CH:40]=[CH:39][CH:38]=[CH:37][C:36]=2[Cl:41])[N:33]=[CH:32][C:31]=1[CH:42]=O.[NH4+].[Cl-]>C1COCC1>[Cl:41][C:36]1[CH:37]=[CH:38][CH:39]=[CH:40][C:35]=1[N:34]1[C:30]2[NH:29][C:27](=[O:28])[CH:26]=[CH:42][C:31]=2[CH:32]=[N:33]1 |f:0.1,4.5|. Procedure details: At −35° C., KHMDS (8.03 mL of 0.5 M in toluene, 4.01 mmol) was added to a slurry of methyl p,p-bis(2,2,2-trifluoroethyl)-phosphonoacetate (1.21 g, 3.82 mmol) and 18-crown-6 (506 mg, 1.91 mmol) in 3.0 mL of THF. After the resulting mixture was stirred at −35° C. for 10 min, a solution of 5-amino-1-(2-chlorophenyl)-1H-pyrazole-4-carbaldehyde (424 mg, 1.91 mmol) in THF (1.5 mL+1.5 mL rinsing) was added in via a syringe. The reaction mixture was slowly warmed to RT overnight, quenched with saturated... The reactants are Cc1[nH]nc(N)c1Br, CCOC(C)=O, O=C(CCl)N1CCN(c2ccc(F)cc2)CC1, [K+], [K+], O=C([O-])[O-], CN(C)C=O. Product: Cc1c(Br)c(N)nn1CC(=O)N1CCN(c2ccc(F)cc2)CC1. RXN SMILES: [Br:1][c:2]1[c:3]([NH2:8])[n:4][nH:5][c:6]1[CH3:7].[CH3:37][CH2:38][O:39][C:40](=[O:41])[CH3:42].[Cl:15][CH2:16][C:17](=[O:18])[N:19]1[CH2:20][CH2:21][N:22]([c:25]2[cH:26][cH:27][c:28]([F:31])[cH:29][cH:30]2)[CH2:23][CH2:24]1.[K+:10].[K+:9].[O-:11][C:12]([O-:13])=[O:14].[O:32]=[CH:33][N:34]([CH3:35])[CH3:36]>>[Br:1][c:2]1[c:3]([NH2:8])[n:4][n:5]([CH2:16][C:17](=[O:18])[N:19]2[CH2:20][CH2:21][N:22]([c:25]3[cH:26][cH:27][c:28]([F:31])[cH:29][cH:30]3)[CH2:23][CH2:24]2)[c:6]1[CH3:7].